Dataset: the Open Reaction Database (ORD), a public repository of structured organic reaction records. Task: describe an organic reaction: reactants, conditions, products, and yield Reactants: aqueous solution, [OH-].[Na+] (sodium hydroxide), [Si](C)(C)(C(C)(C)C)O[C@H](C)[C@H]1C(N[C@@H]1[C@H](C(=O)N1C(OC2=C(C1=O)C=CC=C2)(C)C)C)=O (3-[(R)-2-[(3S,4R)-3-[(R)-1-tert-butyldimethylsilyloxyethyl]-2-oxoazetidin-4-yl]propionyl]-2,3-dihydro-2,2-dimethyl-4H-1,3-benzoxazin-4-one), CO.O (methanol water), aqueous solution, OO (hydrogen peroxide). The solvent is O (water). The product is [Si](C)(C)(C(C)(C)C)O[C@H](C)[C@H]1C(N[C@@H]1[C@H](C(=O)O)C)=O ((R)-2-[(3S,4S)-3-[(R)-1-tert-butyldimethylsilyloxyethyl]-2-oxoazetidin-4-yl]propionic acid). RXN SMILES: [Si:1]([O:8][C@@H:9]([C@@H:11]1[C@@H:14]([C@@H:15]([CH3:31])[C:16](N2C(=O)C3C=CC=CC=3OC2(C)C)=[O:17])[NH:13][C:12]1=[O:32])[CH3:10])([C:4]([CH3:7])([CH3:6])[CH3:5])([CH3:3])[CH3:2].C[OH:34].O.OO.[OH-].[Na+]>O>[Si:1]([O:8][C@@H:9]([C@@H:11]1[C@@H:14]([C@@H:15]([CH3:31])[C:16]([OH:17])=[O:34])[NH:13][C:12]1=[O:32])[CH3:10])([C:4]([CH3:5])([CH3:6])[CH3:7])([CH3:2])[CH3:3] |f:1.2,4.5|. Procedure: To a solution of 3-[(R)-2-[(3S,4R)-3-[(R)-1-tert-butyldimethylsilyloxyethyl]-2-oxoazetidin-4-yl]propionyl]-2,3-dihydro-2,2-dimethyl-4H-1,3-benzoxazin-4-one (7.0 g, 15 mmol) in a solvent mixture of methanol/water (2:1, 45 ml), a 30% aqueous solution of hydrogen peroxide (3.5 g, 30 mmol) was added at room temperature. Then a 28% aqueous solution of sodium hydroxide (2.4 g, 17 mmol) was added dropwise into it and the obtained mixture was stirred until the starting material disappeared in HPLC. Afte... Reactants: Cl.Cl.N[C@]1(CN(C[C@@H]1CCCB(O)O)C(=O)C1NCC2=CC(=CC=C2C1)Cl)C(=O)O ((3R,4S)-3-Amino-1-[(7-chloro-1,2,3,4-tetrahydroisoquinolin-3-yl)carbonyl]-4-[3-(dihydroxyboryl)propyl]pyrrolidine-3-carboxylic acid dihydrochloride), N(=[N+]=[N-])[C@]1(CN(C[C@@H]1CCCB1OC(C(O1)(C)C)(C)C)C(=O)C1N(CC2=CC(=CC=C2C1)Cl)C(=O)OC(C)(C)C)C(=O)OCC(C1=CC=CC=C1)=O (tert-Butyl 3-((3R,4S)-3-azido-3-((2-oxo-2-phenylethoxy)carbonyl)-4-(3-(4,4,5,5-tetramethyl-1,3,2-dioxaborolan-2-yl)propyl)pyrrolidine-1-carbonyl)-7-chloro-3,4-dihydroisoquinoline-2(1H)-carboxylate). The product is N[C@]1(CN(C[C@@H]1CCCB(O)O)C(=O)C1NCC2=CC(=CC=C2C1)Cl)C(=O)O ((3R,4S)-3-amino-4-(3-boronopropyl)-1-(7-chloro-1,2,3,4-tetrahydroisoquinoline-3-carbonyl)pyrrolidine-3-carboxylic acid). As a reaction SMILES: Cl.Cl.[NH2:3][C@:4]1([C:28]([OH:30])=[O:29])[C@@H:8]([CH2:9][CH2:10][CH2:11][B:12]([OH:14])[OH:13])[CH2:7][N:6]([C:15]([CH:17]2[CH2:26][C:25]3[C:20](=[CH:21][C:22]([Cl:27])=[CH:23][CH:24]=3)[CH2:19][NH:18]2)=[O:16])[CH2:5]1.N([C@]1(C(OCC(=O)C2C=CC=CC=2)=O)[C@@H](CCCB2OC(C)(C)C(C)(C)O2)CN(C(C2CC3C(=CC(Cl)=CC=3)CN2C(OC(C)(C)C)=O)=O)C1)=[N+]=[N-]>>[NH2:3][C@:4]1([C:28]([OH:30])=[O:29])[C@@H:8]([CH2:9][CH2:10][CH2:11][B:12]([OH:14])[OH:13])[CH2:7][N:6]([C:15]([CH:17]2[CH2:26][C:25]3[C:20](=[CH:21][C:22]([Cl:27])=[CH:23][CH:24]=3)[CH2:19][NH:18]2)=[O:16])[CH2:5]1 |f:0.1.2|. Procedure details: (3R,4S)-3-Amino-1-[(7-chloro-1,2,3,4-tetrahydroisoquinolin-3-yl)carbonyl]-4-[3-(dihydroxyboryl)propyl]pyrrolidine-3-carboxylic acid dihydrochloride (mixture of two diastereomers; each a racemate) is prepared in a manner analogous to that set forth in Example 54, Steps 2-3, except tert-butyl 3-({(3R,4S)-3-azido-3-[(2-oxo-2-phenylethoxy)carbonyl]-4-[3-(4,4,5,5-tetramethyl-1,3,2-dioxaborolan-2-yl)propyl]pyrrolidin-1-yl}carbonyl)-7-chloro-3,4-dihydroisoquinoline-2(1H)-carboxylate (Step 2) is used as...